Dataset: the Open Reaction Database (ORD), a public repository of structured organic reaction records. Task: describe an organic reaction: reactants, conditions, products, and yield The reactants are CC(C)O (2-propanol), CC(=O)C (acetone), OCC(O)CO (glycerol). Product: O=CC(O)CO (glyceraldehyde), OC(C(C)=O)O (dihydroxyacetone), C(C(O)CO)(=O)O (glyceric acid). As a reaction SMILES: CC([OH:4])C.CC(C)=[O:7].[OH:9][CH2:10][CH:11]([CH2:13][OH:14])[OH:12]>>[O:9]=[CH:10][CH:11]([CH2:13][OH:14])[OH:12].[OH:4][CH:13]([OH:14])[C:11](=[O:12])[CH3:10].[C:10]([OH:7])(=[O:9])[CH:11]([CH2:13][OH:14])[OH:12]. Procedure: The above-described catalyst may be used for liquid phase oxidation reactions. Examples of such reactions include the oxidation of alcohols and polyols to form aldehydes, ketones, and acids (e.g., the oxidation of 2-propanol to form acetone, and the oxidation of glycerol to form glyceraldehyde, dihydroxyacetone, or glyceric acid); the oxidation of aldehydes to form acids (e.g., the oxidation of formaldehyde to form formic acid, and the oxidation of furfural to form 2-furan carboxylic acid); the ...